The task is: describe an organic reaction: reactants, conditions, products, and yield. This data is from the Open Reaction Database (ORD), a public repository of structured organic reaction records. The reactants are C(C=C)C1C(CC2C(C1)OCCO2)=O (2-Allyl-4-ethylenedioxycyclohexanone), C(C#C)(=O)OC (methyl propiolate), N (ammonia). Run in stainless steel. Conditions: temperature 150 celsius. Product: C(C=C)C1CC2(CC=3C=CC(NC13)=O)OCCO2 (8'-Allyl-1',5',7',8'-tetrahydrospiro[1,3-dioxolane-2,6'(2'H)-quinolin]-2'-one). Isolated yield 60.0%. As a reaction SMILES: [CH2:1]([CH:4]1[CH2:9][CH:8]2[O:10][CH2:11][CH2:12][O:13][CH:7]2[CH2:6][C:5]1=O)[CH:2]=[CH2:3].[C:15]([O:19]C)(=O)[C:16]#[CH:17].[NH3:21]>>[CH2:1]([CH:4]1[C:5]2[NH:21][C:15](=[O:19])[CH:16]=[CH:17][C:6]=2[CH2:7][C:8]2([O:13][CH2:12][CH2:11][O:10]2)[CH2:9]1)[CH:2]=[CH2:3]. Procedure details: A mixture of 2 (1.96 g, 10 mmol), methyl propiolate (1.68 g, 20 mmol), and 40 mL of ammonia-saturated methanol in a 300 mL stainless steel Parr reaction vessel was heated to 150° C. for 6 h. After cooling, the solvent was removed under reduced pressure, and the crude product was purified by flash chromatography with 3% MeOH in CH2Cl2 as the eluent to afford 2.96 g (60%) of the pyridone 3: Rf =0.40 (10% MeOH in CH2Cl2); IR (KBr) 3448, 2887, 1649, 1618, 1093 cm-1 ; 1H NMR δ6.38 (d, 1H, J=9.3 Hz), ... Starting materials: CN(C(=O)C1CCCC1C(=O)OCc1ccccc1)C1CCN(c2ccc(NC(=O)c3nc(-c4ccccc4)oc3C(F)(F)F)cc2)CC1, CO, [Li+], [OH-], O. Yields the product CN(C(=O)C1CCCC1C(=O)O)C1CCN(c2ccc(NC(=O)c3nc(-c4ccccc4)oc3C(F)(F)F)cc2)CC1. Reaction SMILES: [CH2:1]([c:2]1[cH:3][cH:4][cH:5][cH:6][cH:7]1)[O:8][C:9](=[O:10])[CH:11]1[CH:12]([C:16]([N:17]([CH:18]2[CH2:19][CH2:20][N:21]([c:24]3[cH:25][cH:26][c:27]([NH:30][C:31](=[O:32])[c:33]4[n:34][c:35](-[c:42]5[cH:43][cH:44][cH:45][cH:46][cH:47]5)[o:36][c:37]4[C:38]([F:39])([F:40])[F:41])[cH:28][cH:29]3)[CH2:22][CH2:23]2)[CH3:48])=[O:49])[CH2:13][CH2:14][CH2:15]1.[CH3:52][OH:53].[Li+:50].[OH-:51].[OH2:54]>>[O:8]=[C:9]([OH:10])[CH:11]1[CH:12]([C:16]([N:17]([CH:18]2[CH2:19][CH2:20][N:21]([c:24]3[cH:25][cH:26][c:27]([NH:30][C:31](=[O:32])[c:33]4[n:34][c:35](-[c:42]5[cH:43][cH:44][cH:45][cH:46][cH:47]5)[o:36][c:37]4[C:38]([F:39])([F:40])[F:41])[cH:28][cH:29]3)[CH2:22][CH2:23]2)[CH3:48])=[O:49])[CH2:13][CH2:14][CH2:15]1. The reactants are [I-].[Na+] (sodium iodide), C[Si](C)(C)Cl (trimethylsilyl chloride), FC(C(=O)O)(F)F.NCCC(C(F)(F)F)P(OCC)(=O)C (ethyl P-(4-amino-1,1,1-trifluoro-but-2-yl)-P-methyl-phosphinate trifluoroacetate), CC(C)N(CC1=CC=CC=C1)C(C)C.C=CC1=CC=CC=C1.C=CC1=CC=C(C=C1)C=C (diisopropylaminomethyl-polystyrene), C[Si](C)(C)Br (trimethylsilyl bromide), O (water). Solvent: C(C)#N (acetonitrile). Yields the product I.NCCC(C(F)(F)F)P(O)(=O)C (P-(4-amino-1,1,1-trifluoro-but-2-yl)-P-methyl-phosphinic acid hydroiodide). Reaction SMILES: CC(N(C(C)C)CC1C=CC=CC=1)C.C=CC1C=CC=CC=1.C=CC1C=CC(C=C)=CC=1.FC(F)(F)C(O)=O.[NH2:40][CH2:41][CH2:42][CH:43]([P:48]([CH3:53])(=O)[O:49]CC)[C:44]([F:47])([F:46])[F:45].C[Si](Br)(C)C.[I-:59].[Na+].C[Si](Cl)(C)C.[OH2:66]>C(#N)C>[IH:59].[NH2:40][CH2:41][CH2:42][CH:43]([P:48]([CH3:53])(=[O:49])[OH:66])[C:44]([F:46])([F:47])[F:45] |f:0.1.2,3.4,6.7,11.12|. Procedure: To a mixture of 825 mg of diisopropylaminomethyl-polystyrene in 5 ml of acetonitrile are added 69.4 mg (0.2 mmol) of ethyl P-(4-amino-1,1,1-trifluoro-but-2-yl)-P-methyl-phosphinate trifluoroacetate while stirring at 25°. To this mixture are added 0.09 ml (0.7 mmol) of trimethylsilyl bromide. After stirring for 1 hour at 25°, the mixture is filtered and 299.78 mg (2 mmol) of sodium iodide and 217.28 mg (2 mmol) of trimethylsilyl chloride are added to the filtrate which is then stirred for 16 hour... The reactants are Cl.Cl.FC1=CC=C(C=C1)C1=CC=C(C=C1)C(CN1CCN(CC1)C)C1(CCCCC1)O (1-[1-(4′-fluoro-1,1′-biphenyl-4-yl)-2-(4-methylpiperazin-1-yl)ethyl]cyclohexanol dihydrochloride), BrC1=CC=C(C=C1)C(CN1CCN(CC1)C)C1(CCCCC1)O (1-[1-(4-bromophenyl)-2-(4-methylpiperazin-1-yl)ethyl]cyclohexanol), FC1=CC=C(C=C1)B(O)O (4-fluorophenylboronic acid), FC1=CC=C(C=C1)C1=CC=C(C=C1)C(CN1CCN(CC1)C)C1(CCCCC1)O (1-[1-(4′-fluoro-1,1′-biphenyl-4-yl)-2-(4-methylpiperazin-1-yl)ethyl]cyclohexanol), solution, Cl (hydrogen chloride). The solvent is C(C)OCC (diethyl ether), O1CCOCC1 (dioxane). Run at time 16 hour. Product: Cl.Cl.FC1=CC=C(C=C1)C1=CC=C(C=C1)C1(C(CCCC1)CCN1CCN(CC1)C)O (1-(4′-fluoro-1,1′-biphenyl-4-yl)-2-(4-methylpiperazin-1-ylethyl]cyclohexanol dihydrochloride). RXN SMILES: [ClH:1].Cl.[F:3][C:4]1[CH:9]=[CH:8][C:7]([C:10]2[CH:15]=[CH:14][C:13](C(C3(O)CCCCC3)CN3CCN(C)CC3)=[CH:12][CH:11]=2)=[CH:6][CH:5]=1.Br[C:33]1[CH:38]=[CH:37][C:36]([CH:39](C2(O)CCCCC2)[CH2:40][N:41]2[CH2:46][CH2:45][N:44]([CH3:47])[CH2:43][CH2:42]2)=[CH:35][CH:34]=1.FC1C=CC(B(O)[OH:63])=CC=1.FC1C=CC(C2C=CC(C(C3(O)CCCCC3)CN3CCN(C)CC3)=CC=2)=CC=1.Cl>C(OCC)C.O1CCOCC1>[ClH:1].[ClH:1].[F:3][C:4]1[CH:5]=[CH:6][C:7]([C:10]2[CH:11]=[CH:12][C:13]([C:37]3([OH:63])[CH2:38][CH2:33][CH2:34][CH2:35][CH:36]3[CH2:39][CH2:40][N:41]3[CH2:46][CH2:45][N:44]([CH3:47])[CH2:43][CH2:42]3)=[CH:14][CH:15]=2)=[CH:8][CH:9]=1 |f:0.1.2,9.10.11|. Reported procedure: In an analogous manner to Example 135, step 3, 1-[1-(4′-fluoro-1,1′-biphenyl-4-yl)-2-(4-methylpiperazin-1-yl)ethyl]cyclohexanol dihydrochloride was prepared from 1-[1-(4-bromophenyl)-2-(4-methylpiperazin-1-yl)ethyl]cyclohexanol using 4-fluorophenylboronic acid. Salt formation: A solution of 1-[1-(4′-fluoro-1,1′-biphenyl-4-yl)-2-(4-methylpiperazin-1-yl)ethyl]cyclohexanol, in diethyl ether (2 mL) was treated with a 4 N solution of hydrogen chloride in dioxane (1 mL) and stored in the refrigerator ... The reactants are CN(C(CC1=CC=C(C=C1)OC)=S)C (N,N-Dimethyl-p-methoxyphenylthioacetamide), C(C)(C)[Mg]Br (isopropyl magnesium bromide), Cl (hydrochloric acid), C1(CCCCC1)=O (cyclohexanone). The solvent is C1(=CC=CC=C1)C (toluene), C(C)(C)(C)OC (methyl t-butyl ether), C1(=CC=CC=C1)C (toluene), C1(=CC=CC=C1)C (toluene). Yields the product CN(C(C(C1(CCCCC1)O)C1=CC=C(C=C1)OC)=S)C (N,N-Dimethyl-α-(1-hydroxycyclohexyl)-p-methoxyphenylthioacetamide). The yield is 62.9%. As a reaction SMILES: [CH3:1][N:2]([CH3:14])[C:3](=[S:13])[CH2:4][C:5]1[CH:10]=[CH:9][C:8]([O:11][CH3:12])=[CH:7][CH:6]=1.C([Mg]Br)(C)C.[C:20]1(=[O:26])[CH2:25][CH2:24][CH2:23][CH2:22][CH2:21]1.Cl>C1(C)C=CC=CC=1.C(OC)(C)(C)C>[CH3:14][N:2]([CH3:1])[C:3](=[S:13])[CH:4]([C:5]1[CH:10]=[CH:9][C:8]([O:11][CH3:12])=[CH:7][CH:6]=1)[C:20]1([OH:26])[CH2:25][CH2:24][CH2:23][CH2:22][CH2:21]1. Procedure details: N,N-Dimethyl-p-methoxyphenylthioacetamide (20.9 g) in toluene was added to a solution of 1.45M isopropyl magnesium bromide in methyl t-butyl ether (80 ml) and toluene (400 ml) under an inert atmosphere of nitrogen whilst the internal temperature was maintained below 10° C. After 2 hours a solution of cyclohexanone (9.82 g) in toluene (50 ml) was added to the reaction mixture under nitrogen. After a further 15 minutes the mixture was blown over onto 1N hydrochloric acid (150 ml). The organic phas...